Dataset: the Open Reaction Database (ORD), a public repository of structured organic reaction records. Task: describe an organic reaction: reactants, conditions, products, and yield The reactants are CCO, Cl, [H][H], O=C(c1ccccc1)C(CC(F)N1CCC(O)(c2cccc(C(F)(F)F)c2)CC1)NCc1ccccc1. The product is Cl, NC(CC(F)N1CCC(O)(c2cccc(C(F)(F)F)c2)CC1)C(=O)c1ccccc1. RXN SMILES: [CH3:39][CH2:40][OH:41].[ClH:38].[H:42][H:43].[OH:1][C:2]1([c:28]2[cH:29][c:30]([C:34]([F:35])([F:36])[F:37])[cH:31][cH:32][cH:33]2)[CH2:3][CH2:4][N:5]([CH:8]([CH2:9][CH:10]([C:11](=[O:12])[c:13]2[cH:14][cH:15][cH:16][cH:17][cH:18]2)[NH:19][CH2:20][c:21]2[cH:22][cH:23][cH:24][cH:25][cH:26]2)[F:27])[CH2:6][CH2:7]1>>[ClH:38].[OH:1][C:2]1([c:28]2[cH:29][c:30]([C:34]([F:35])([F:36])[F:37])[cH:31][cH:32][cH:33]2)[CH2:3][CH2:4][N:5]([CH:8]([CH2:9][CH:10]([C:11](=[O:12])[c:13]2[cH:14][cH:15][cH:16][cH:17][cH:18]2)[NH2:19])[F:27])[CH2:6][CH2:7]1. Reactants: C(C)(=O)[O-].[Na+] (Sodium acetate), O1C(=CC=C1)C1=CC=C2C(C(COC2=C1)C)=O (7-furyl-3-methyl-4-chromanone), Cl.NO (hydroxylamine hydrochloride). The solvent is CO (methanol). Run at time 8 hour. Product: O1C(=CC=C1)C1=CC=C2C(C(COC2=C1)C)=NO (7-furyl-3-methyl-4-chromanone oxime). Reaction SMILES: C([O-])(=O)C.[Na+].[O:6]1[CH:10]=[CH:9][CH:8]=[C:7]1[C:11]1[CH:20]=[C:19]2[C:14]([C:15](=O)[CH:16]([CH3:21])[CH2:17][O:18]2)=[CH:13][CH:12]=1.Cl.[NH2:24][OH:25]>CO>[O:6]1[CH:10]=[CH:9][CH:8]=[C:7]1[C:11]1[CH:20]=[C:19]2[C:14]([C:15](=[N:24][OH:25])[CH:16]([CH3:21])[CH2:17][O:18]2)=[CH:13][CH:12]=1 |f:0.1,3.4|. Procedure details: Sodium acetate (395 mg, 4.82 mmol) was added portionwise to a solution of 7-furyl-3-methyl-4-chromanone (60) (500 mg, 2.19 mmol) and hydroxylamine hydrochloride (167 mg, 2.41 mmol) in methanol (5 mL), and stirred overnight at room temperature. The reaction was quenched with H2O and extracted with ether (2×25 mL). The combined organic layers were dried over MgSO4, filtered and concentrated to give 7-furyl-3-methyl-4-chromanone oxime (61) as a white solid, m.p. 175-177° C. The reactants are OC1=NC(=NC=C1[N+](=O)[O-])SC (4-hydroxy-2-methylmercapto-5-nitropyrimidine), NC1=CC=CC=C1 (aniline). The solvent is C(C)O (ethanol). Product: N(C1=CC=CC=C1)C1=NC=C(C(=N1)O)[N+](=O)[O-] (2-Anilino-4-hydroxy-5-nitro-pyrimidine). As a reaction SMILES: [OH:1][C:2]1[C:7]([N+:8]([O-:10])=[O:9])=[CH:6][N:5]=[C:4](SC)[N:3]=1.[NH2:13][C:14]1[CH:19]=[CH:18][CH:17]=[CH:16][CH:15]=1>C(O)C>[NH:13]([C:4]1[N:3]=[C:2]([OH:1])[C:7]([N+:8]([O-:10])=[O:9])=[CH:6][N:5]=1)[C:14]1[CH:19]=[CH:18][CH:17]=[CH:16][CH:15]=1. Procedure details: 4.65 gm of 4-hydroxy-2-methylmercapto-5-nitropyrimidine (0.025 mol) are dissolved with heating in 150 ml of ethanol and refluxed for 5 hours with 4.68 gm of aniline (0.05 mol). The precipitated product is extracted in the cold, washed with ethanol and dried. Starting materials: CC(C=O)(CO)CC (2-methyl-2-ethyl-3-hydroxypropanal), O (water), CC(C=O)(CO)CC (2-methyl-2-ethyl-3-hydroxypropanal). Solvent: CO (methanol). Yields the product CC(CO)CC (2-methylbutanol), CC(C=O)(CO)CC (2-methyl-2-ethyl-3-hydroxypropanal), CC(CO)(CO)CC (2-methyl-2-ethyl-propane-1,3-diol). As a reaction SMILES: [CH3:1][C:2]([CH2:7][CH3:8])([CH2:5][OH:6])[CH:3]=[O:4].O>CO>[CH3:1][CH:2]([CH2:7][CH3:8])[CH2:3][OH:4].[CH3:1][C:2]([CH2:7][CH3:8])([CH2:5][OH:6])[CH:3]=[O:4].[CH3:1][C:2]([CH2:7][CH3:8])([CH2:5][OH:6])[CH2:3][OH:4]. Procedure: Using the method described in Example 1(b), one part per hour of a 70 percent strength by weight aqueous solution of 2-methyl-2-ethyl-3-hydroxypropanal is hydrogenated, over the catalyst prepared as described in Example 1(a), at 130° C. and 30 bar, with a throughput of 0.35 part of 2-methyl-2-ethyl-3-hydroxypropanal per liter of catalyst per hour. The conversion is 99 percent. The hydrogenated material is fractionated through a packed column. After first runnings of water and small amounts of me... Starting materials: C(C)(=O)O[C@H](C)C([C@@H](C)O)(C)N ((+-)(2R*,3RS,4R*)-3-Amino-3-methyl-2,4-pentanediol acetate), C[C@@](CO)([C@H](C)O)[N+](=O)[O-] ((+-)(2R*,3S*)-2-Methyl-2-nitro-1,3-butanediol). Product: C(C)(=O)O.N[C@](CO)([C@H](C)O)C ((+-)(2R*,3S*)-2-amino-2-methyl-1,3-butanediol acetate). Yield: 93.0%. Reaction SMILES: [C:1]([O:4][C@@H](C(N)(C)[C@H](O)C)C)(=[O:3])[CH3:2].[CH3:13][C@:14]([N+:20]([O-])=O)([C@@H:17]([OH:19])[CH3:18])[CH2:15][OH:16]>>[C:1]([OH:4])(=[O:3])[CH3:2].[NH2:20][C@@:14]([CH3:13])([C@@H:17]([OH:19])[CH3:18])[CH2:15][OH:16] |f:2.3|. Procedure: Using the procedure described for 5D (+-)(2R*,3S*)-2-methyl-2-nitro-1,3-butanediol (6A) gave (+-)(2R*,3S*)-2-amino-2-methyl-1,3-butanediol acetate (93%) mp 163°-165° (C, H, N). Starting materials: ClCCl, O=C=NC(=O)Cc1ccc(F)cc1, Nc1ccc(Oc2ccnc(N)c2)c(F)c1. The product is Nc1cc(Oc2ccc(NC(=O)NC(=O)Cc3ccc(F)cc3)cc2F)ccn1. RXN SMILES: [Cl:30][CH2:31][Cl:32].[F:1][c:2]1[cH:3][cH:4][c:5]([CH2:8][C:9](=[O:10])[N:11]=[C:12]=[O:13])[cH:6][cH:7]1.[NH2:14][c:15]1[cH:16][c:17]([F:29])[c:18]([O:19][c:20]2[cH:21][c:22]([NH2:26])[n:23][cH:24][cH:25]2)[cH:27][cH:28]1>>[F:1][c:2]1[cH:3][cH:4][c:5]([CH2:8][C:9](=[O:10])[NH:11][C:12](=[O:13])[NH:14][c:15]2[cH:16][c:17]([F:29])[c:18]([O:19][c:20]3[cH:21][c:22]([NH2:26])[n:23][cH:24][cH:25]3)[cH:27][cH:28]2)[cH:6][cH:7]1. Reactants: N1(CCNCC1)C(=O)OC(C)(C)C (tert-butyl piperazine-1-carboxylate), CC(=O)C (acetone), C(C)(=O)O (acetic acid), [BH-](OC(=O)C)(OC(=O)C)OC(=O)C.[Na+] (NaBH(OAc)3), C(Cl)Cl (CH2Cl2). The solvent is [OH-].[Na+] (NaOH). Reaction conditions: time 18 hour. The product is Cl.Cl.C(C)(C)N1CCNCC1 (1-Isopropyl piperazine dihydrochloride). As a reaction SMILES: [N:1]1(C(OC(C)(C)C)=O)[CH2:6][CH2:5][NH:4][CH2:3][CH2:2]1.[CH3:14][C:15]([CH3:17])=O.C(O)(=O)C.[BH-](OC(C)=O)(OC(C)=O)OC(C)=O.[Na+].C(Cl)[Cl:37]>[OH-].[Na+]>[ClH:37].[ClH:37].[CH:15]([N:1]1[CH2:6][CH2:5][NH:4][CH2:3][CH2:2]1)([CH3:17])[CH3:14] |f:3.4,6.7,8.9.10|. Procedure details: To a solution of tert-butyl piperazine-1-carboxylate (100 g) and acetone (48 mL) in CH2Cl2 (1 L) was added acetic acid (31 mL) and NaBH(OAc)3 (170 g). The reaction mixture was stirred for 18 h, then was diluted with 1 N NaOH (500 mL), and extracted with CH2Cl2 (500 mL×2). The combined organic layers were dried (Na2SO4) and concentrated to a residue. The residue was dissolved in MeOH (200 mL) and 4 M HCl in 1,4-dioxin (700 mL) was added to the reaction mixture over a period of several hours. Afte... The reactants are C(C(=O)Br)(=O)Br (oxalyl bromide), solution, BrC1=C(C(=CC(=C1)C(=O)OC)Br)\C=C/C(=O)O ((2Z)-3-[2,6-dibromo-4-(methoxycarbonyl)phenyl]prop-2-enoic acid), C(C)(C)N(CC)C(C)C (diisopropylethylamine), ClC1=C(N)C(=CC=C1)Cl (2,6-dichloroaniline). The solvent is ClCCl (dichloromethane), [Cl-].[Na+].O (brine), CN(C=O)C (dimethylformamide), ClCCl (dichloromethane). Yields the product BrC=1C=C(C(=O)OC)C=C(C1\C=C/C(=O)NC1=C(C=CC=C1Cl)Cl)Br (Methyl 3,5-dibromo-4-{(1Z)-3-[(2,6-dichlorophenyl)amino]-3-oxoprop-1-enyl}benzoate). Reaction SMILES: [Br:1][C:2]1[CH:7]=[C:6]([C:8]([O:10][CH3:11])=[O:9])[CH:5]=[C:4]([Br:12])[C:3]=1/[CH:13]=[CH:14]\[C:15]([OH:17])=O.C(Br)(=O)C(Br)=O.C(N(C(C)C)CC)(C)C.[Cl:33][C:34]1[CH:40]=[CH:39][CH:38]=[C:37]([Cl:41])[C:35]=1[NH2:36]>ClCCl.[Cl-].[Na+].O.CN(C)C=O>[Br:12][C:4]1[CH:5]=[C:6]([CH:7]=[C:2]([Br:1])[C:3]=1/[CH:13]=[CH:14]\[C:15]([NH:36][C:35]1[C:34]([Cl:33])=[CH:40][CH:39]=[CH:38][C:37]=1[Cl:41])=[O:17])[C:8]([O:10][CH3:11])=[O:9] |f:5.6.7|. Procedure details: To a solution of (2Z)-3-[2,6-dibromo-4-(methoxycarbonyl)phenyl]prop-2-enoic acid (1.24 g) (contaminated with 20% of the E isomer) in dichloromethane (34 mL) at 0° C. under nitrogen atmosphere was added oxalyl bromide (2 mL of a 2M solution in dichloromethane) followed by dimethylformamide (170 μL). The mixture was then warmed to rt and stirred until all gas evolution had ceased. The reaction was cooled again to 0° C. where diisopropylethylamine (83 μL) and 2,6-dichloroaniline (607 mg) were added... Product: CC1=C(SC(=C1C1=NC(=NC=C1)NC1=CC=CC=C1)SC)C#N (3-Methyl-5-methylsulfanyl-4-(2-phenylamino-pyrimidin-4-yl)-thiophene-2-carbonitrile). Reported procedure: 4-(3-Dimethylamino-acryloyl)-3,4-dimethyl-5-methylsulfanyl-4,5-dihydro-thiophene-2-carbonitrile (0.2 mmol) was combined with N-phenyl-guanidine (0.2 mmol) in acetonitrile (0.25 mL) and the resulting mixture heated at reflux for 24 hours. The reaction mixture was diluted with methanol (3mL) and the resulting slurry filtered and the solid was washed with methanol (2 mL) then dried under nitrogen to afford IIa-37. M+H=507.1, HPLC: Rt=6.196 minutes, 1H NMR (500 Mz, DMSO) 9.77(s, 1H), 8.25(d, 1H, J=5... As a reaction SMILES: CN(C)[CH:3]=[CH:4][C:5]([C:7]1(C)[CH:11]([S:12][CH3:13])[S:10][C:9]([C:14]#[N:15])=[C:8]1[CH3:16])=O.[C:19]1([NH:25][C:26]([NH2:28])=[NH:27])[CH:24]=[CH:23][CH:22]=[CH:21][CH:20]=1>C(#N)C.CO>[CH3:16][C:8]1[C:7]([C:5]2[CH:4]=[CH:3][N:28]=[C:26]([NH:25][C:19]3[CH:24]=[CH:23][CH:22]=[CH:21][CH:20]=3)[N:27]=2)=[C:11]([S:12][CH3:13])[S:10][C:9]=1[C:14]#[N:15]. Starting materials: CN(C=CC(=O)C1(C(=C(SC1SC)C#N)C)C)C (4-(3-Dimethylamino-acryloyl)-3,4-dimethyl-5-methylsulfanyl-4,5-dihydro-thiophene-2-carbonitrile), C1(=CC=CC=C1)NC(=N)N (N-phenyl-guanidine). The solvent is CO (methanol), C(C)#N (acetonitrile).